Task: describe an organic reaction: reactants, conditions, products, and yield. Dataset: the Open Reaction Database (ORD), a public repository of structured organic reaction records Run in ClCCl (dichloromethane). Procedure details: To a stirred solution of 4-(tert-butoxycarbonylamino)-2-fluorobenzoic acid (0.200 g, 0.78 mmol) and (1S)-2-(3,5-dichloro-1-oxidopyridin-1-ium-4-yl)-1-(3,4-dimethoxyphenyl)ethanol (0.270 g, 0.78 mmol) in dichloromethane (10.0 mL) was added 1-ethyl-3-(3-dimethylaminopropyl) carbodiimide (0.300 g, 1.57 mmol) and N,N-dimethylpyridin-4-amine (0.048 g, 0.39 mmol). The reaction was stirred at room temperature for 16 hours. The reaction was quenched by addition of saturated aqueous sodium bicarbonate so... Yields the product ClC=1C=[N+](C=C(C1C[C@@H](C1=CC(=C(C=C1)OC)OC)OC(C1=C(C=C(C=C1)NC(=O)OC(C)(C)C)F)=O)Cl)[O-] ([(1S)-2-(3,5-dichloro-1-oxido-pyridin-1-ium-4-yl)-1-(3,4-dimethoxyphenyl)ethyl]-4-(tert-butoxycarbonylamino)-2-fluoro-benzoate). Yield: 77.4%. Reagents/catalysts: CN(C1=CC=NC=C1)C (N,N-dimethylpyridin-4-amine). Run at time 16 hour. The reactants are C(C)(C)(C)OC(=O)NC1=CC(=C(C(=O)O)C=C1)F (4-(tert-butoxycarbonylamino)-2-fluorobenzoic acid), ClC=1C=[N+](C=C(C1C[C@H](O)C1=CC(=C(C=C1)OC)OC)Cl)[O-] ((1S)-2-(3,5-dichloro-1-oxidopyridin-1-ium-4-yl)-1-(3,4-dimethoxyphenyl)ethanol), C(C)N=C=NCCCN(C)C (1-ethyl-3-(3-dimethylaminopropyl) carbodiimide). RXN SMILES: [C:1]([O:5][C:6]([NH:8][C:9]1[CH:17]=[CH:16][C:12]([C:13]([OH:15])=[O:14])=[C:11]([F:18])[CH:10]=1)=[O:7])([CH3:4])([CH3:3])[CH3:2].[Cl:19][C:20]1[CH:21]=[N+:22]([O-:40])[CH:23]=[C:24]([Cl:39])[C:25]=1[CH2:26][C@@H:27]([C:29]1[CH:34]=[CH:33][C:32]([O:35][CH3:36])=[C:31]([O:37][CH3:38])[CH:30]=1)O.C(N=C=NCCCN(C)C)C>ClCCl.CN(C)C1C=CN=CC=1>[Cl:39][C:24]1[CH:23]=[N+:22]([O-:40])[CH:21]=[C:20]([Cl:19])[C:25]=1[CH2:26][C@H:27]([O:14][C:13](=[O:15])[C:12]1[CH:16]=[CH:17][C:9]([NH:8][C:6]([O:5][C:1]([CH3:4])([CH3:2])[CH3:3])=[O:7])=[CH:10][C:11]=1[F:18])[C:29]1[CH:34]=[CH:33][C:32]([O:35][CH3:36])=[C:31]([O:37][CH3:38])[CH:30]=1. Starting materials: O=C(CCC1=CC=C(OCCCC(=O)OCC)C=C1)C (4-[4-(3-Oxobutyl)phenoxy]butanoic acid, ethyl ester), C([O-])([O-])=O.[K+].[K+] (potassium carbonate). Solvent: CO.O (methanol water). Yields the product O=C(CCC1=CC=C(OCCCC(=O)O)C=C1)C (4-[4-(3-oxobutyl)phenoxy]butanoic acid). Yield: 59.9%. Reaction SMILES: [O:1]=[C:2]([CH3:20])[CH2:3][CH2:4][C:5]1[CH:19]=[CH:18][C:8]([O:9][CH2:10][CH2:11][CH2:12][C:13]([O:15]CC)=[O:14])=[CH:7][CH:6]=1.C(=O)([O-])[O-].[K+].[K+]>CO.O>[O:1]=[C:2]([CH3:20])[CH2:3][CH2:4][C:5]1[CH:19]=[CH:18][C:8]([O:9][CH2:10][CH2:11][CH2:12][C:13]([OH:15])=[O:14])=[CH:7][CH:6]=1 |f:1.2.3,4.5|. Procedure details: 4-[4-(3-Oxobutyl)phenoxy]butanoic acid, ethyl ester (716 mg, 2.57 mmol) is dissolved in 5 mL of methanol/water (3:2) and treated with 1.24 g (9.0 mmol) of potassium carbonate according to the procedure described for Example 4 to give 385 mg (60%) of 4-[4-(3-oxobutyl)phenoxy]butanoic acid as a white powder: m.p. 97°-99°; the 1H NMR (300 MHz, CDCl3) is consistent with the desired product; IR (neat) 1730, 1700, 1620, 1520 cm-1 ; Analysis calculated for C14H18O4 : C, 67.18; H, 7.25; found: C, 66.55;... Starting materials: Cc1ccc2cc(C(=O)O)ccc2n1, Cc1ccc(S(N)(=O)=O)cc1. The reagents and catalysts are C1CCC(CC1)N=C=NC2CCCCC2 (DCC), CN1CCOCC1 (NMM), C1=CC=C2C(=C1)C(=O)N(C2=O)O (N-Hydroxyphthalimide). The solvent is CN(C)C=O (DMF), CN(C)C=O (DMF), CN(C)C=O (DMF), CN(C)C=O (DMF), CN(C)C=O (DMF), CN(C)C=O (DMF). Run at temperature 25 celsius, time 2 hour. The product is Cc1ccc(S(=O)(=O)NC(=O)c2ccc3nc(C)ccc3c2)cc1. Isolated yield 0.2%. RXN SMILES: Cc1ccc(S(N)(=O)=O)cc1.Cc1ccc2cc(C(=O)O)ccc2n1.C1CCC(CC1)N=C=NC2CCCCC2.C1=CC=C2C(=C1)C(=O)N(C2=O)O.CN1CCOCC1.CN(C)C=O>>Cc1ccc(S(=O)(=O)NC(=O)c2ccc3nc(C)ccc3c2)cc1.